Dataset: the Open Reaction Database (ORD), a public repository of structured organic reaction records. Task: describe an organic reaction: reactants, conditions, products, and yield Starting materials: ClC=1C(N(N=CC1Cl)CC1=CC=C(C=C1)[N+](=O)[O-])=O (4,5-dichloro-2-(4-nitrobenzyl)-3(2H)-pyridazinone), CS(=O)(=O)Cl (methanesulfonyl chloride), [N+](=O)([O-])C1=CC=C(CCl)C=C1 (4-nitrobenzyl chloride), NC1=CC=C(CN2N=CC(=C(C2=O)Cl)Cl)C=C1 (2-(4-aminobenzyl)-4,5-dichloro-3(2H)-pyridazinone). The reagents and catalysts are [Fe] (iron). Solvent: C(C)(=O)O (acetic acid), N1=CC=CC=C1 (pyridine). Conditions: time 8 hour. Yields the product ClC=1C(N(N=CC1Cl)CC1=CC=C(C=C1)NS(=O)(=O)C)=O (4,5 -Dichloro-2-{4-[(methylsulfonyl)-amino]-benzyl}-3(2H)-pyridazinone). Yield: 44.8%. Reaction SMILES: [Cl:1][C:2]1[C:3](=[O:19])[N:4]([CH2:9][C:10]2[CH:15]=[CH:14][C:13]([N+:16]([O-])=O)=[CH:12][CH:11]=2)[N:5]=[CH:6][C:7]=1[Cl:8].[N+](C1C=CC(CCl)=CC=1)([O-])=O.NC1C=CC(CN2C(=O)C(Cl)=C(Cl)C=N2)=CC=1.[CH3:48][S:49](Cl)(=[O:51])=[O:50]>C(O)(=O)C.N1C=CC=CC=1.[Fe]>[Cl:1][C:2]1[C:3](=[O:19])[N:4]([CH2:9][C:10]2[CH:15]=[CH:14][C:13]([NH:16][S:49]([CH3:48])(=[O:51])=[O:50])=[CH:12][CH:11]=2)[N:5]=[CH:6][C:7]=1[Cl:8]. Reported procedure: 4.5 g (15 mmoles) of 4,5-dichloro-2-(4-nitrobenzyl)-3(2H)-pyridazinone (prepared according to method III but using 4-nitrobenzyl chloride instead of 3-phenyl-2-propenyl chloride (M.P. 128-130 celsius)) are dissolved in 150 ml of 99.5% acetic acid solution. Then 7.5 g of iron dust are added to the solution at such a rate that the temperature should not exceed 20° C., and the suspension is stirred at room temperature for 8 hours. By working up the reaction mixture in the usual manner 3.15 g (77%) ...